This data is from the Open Reaction Database (ORD), a public repository of structured organic reaction records. The task is: describe an organic reaction: reactants, conditions, products, and yield Starting materials: O1CCC(=CC1)C=1C=C2C(=C(C(N(C2=NC1)C)=O)C(=O)NCC(=O)O)O (2-(6-(3,6-dihydro-2 H-pyran-4-yl)-4-hydroxy-1-methyl-2-oxo-1,2-dihydro-1,8-naphthyridine-3-carboxamido)acetic acid), [OH-].[Na+] (sodium hydroxide). Reagents/catalysts: [Pd] (Pd/C). The solvent is CO (MeOH). Run at temperature 23 celsius, time 75 minute. The product is OC1=C(C(N(C2=NC=C(C=C12)C1CCOCC1)C)=O)C(=O)NCC(=O)O (2-(4-Hydroxy-1-methyl-2-oxo-6-(tetrahydro-2 H-pyran-4-yl)-1,2-dihydro-1,8-naphthyridine-3-carboxamido)acetic acid). RXN SMILES: [O:1]1[CH2:6][CH:5]=[C:4]([C:7]2[CH:8]=[C:9]3[C:14](=[N:15][CH:16]=2)[N:13]([CH3:17])[C:12](=[O:18])[C:11]([C:19]([NH:21][CH2:22][C:23]([OH:25])=[O:24])=[O:20])=[C:10]3[OH:26])[CH2:3][CH2:2]1.[OH-].[Na+]>CO.[Pd]>[OH:26][C:10]1[C:9]2[C:14](=[N:15][CH:16]=[C:7]([CH:4]3[CH2:5][CH2:6][O:1][CH2:2][CH2:3]3)[CH:8]=2)[N:13]([CH3:17])[C:12](=[O:18])[C:11]=1[C:19]([NH:21][CH2:22][C:23]([OH:25])=[O:24])=[O:20] |f:1.2|. Procedure: A mixture of 2-(6-(3,6-dihydro-2 H-pyran-4-yl)-4-hydroxy-1-methyl-2-oxo-1,2-dihydro-1,8-naphthyridine-3-carboxamido)acetic acid (71 mg, 198 μmol, Example 260)) and 1 N sodium hydroxide (988 μl, 988 μmol) in MeOH (5 mL) was treated with 10% Pd/C (5.3 mg, 49 μmol) under nitrogen atmosphere. The reaction vessel was degassed and backfilled with hydrogen (3×), and the mixture was stirred at 23° C. for 75 minutes under hydrogen atmosphere. The reaction mixture was filtered from the catalyst through a ... Starting materials: C(C)NCCN (N-ethylethylenediamine), FC(C(=O)OCC)(F)F (ethyl trifluoroacetate), O (water). Run in C(C)#N (acetonitrile). Run at time 18 hour. Yields the product FC(C(=O)NCCNCC)(F)F (2,2,2-trifluoro-N-(2-ethylamino-ethyl)-acetamide). RXN SMILES: [CH2:1]([NH:3][CH2:4][CH2:5][NH2:6])[CH3:2].[F:7][C:8]([F:15])([F:14])[C:9]([O:11]CC)=O.O>C(#N)C>[F:15][C:8]([F:7])([F:14])[C:9]([NH:6][CH2:5][CH2:4][NH:3][CH2:1][CH3:2])=[O:11]. Procedure: A solution of N-ethylethylenediamine (10.0 g, 113.4 mmol) and ethyl trifluoroacetate (32.0 mL, 261 mmol) in the mixture of acetonitrile (110 mL) and water (2.5 mL, 139 mmol) was refluxed with stirring overnight (˜18 h). Solvents were evaporated in vacuo. Residue was re-evaporated with i-PrOH (3×100 mL). Residue was dissolved in dichloromethane (500 mL) and left overnight at room temperature. The formed crystals were filtered, washed with dichloromethane (100 mL) and dried in vacuo to provide com... Reactants: C(C)OP(=O)(OCC)C(C(=O)OCC)CC (ethyl 2-(diethoxyphosphoryl)butyrate), C=O (formaldehyde), C([O-])([O-])=O.[K+].[K+] (Potassium carbonate). Run in O (water). Reaction conditions: temperature 85 celsius, time 45 minute. The product is C=C(C(=O)OCC)CC (Ethyl 2-methylenebutyrate). As a reaction SMILES: [C:1](=O)([O-])[O-].[K+].[K+].C(OP([CH:15]([CH2:21][CH3:22])[C:16]([O:18][CH2:19][CH3:20])=[O:17])(OCC)=O)C.C=O>O>[CH2:1]=[C:15]([CH2:21][CH3:22])[C:16]([O:18][CH2:19][CH3:20])=[O:17] |f:0.1.2|. Procedure: Potassium carbonate (5.5 g) was dissolved in water (15 mL). To the solution, ethyl 2-(diethoxyphosphoryl)butyrate (5.0 g) and a 37% aqueous formaldehyde (6.2 g) were added at room temperature, and the mixture was stirred at 85° C. for 45 minutes. Organic matter was extracted with diethyl ether, dried over anhydrous sodium sulfate, and filtered, and the solvent in the filtrate was distilled off under reduced pressure to obtain a crude product.